This data is from the Open Reaction Database (ORD), a public repository of structured organic reaction records. The task is: describe an organic reaction: reactants, conditions, products, and yield The reactants are C(CC)C(CCC)N1N=NC2=C1N=C(N=C2NC=2C(=NC(=CC2C)C)C)C (3-[1-(1-propyl)butyl]-5-methyl-N-[(2,4,6-trimethyl)-3-pyridyl-]-3H-1,2,3-triazolo[4,5-d] pyrimidin-7-amine), [H-].[Na+] (sodium hydride), C(C)I (ethyl iodide). Solvent: CN(C=O)C (dimethylformamide), O (water). Conditions: time 15 hour. Product: C(C)N(C=1C2=C(N=C(N1)C)N(N=N2)C(CCC)CCC)C=2C(=NC(=CC2C)C)C (N-ethyl-3-[1-(1-propyl) butyl]-5-methyl-N-[(2,4,6-trimethyl)-3-pyridyl-]-3H-l,2,3-triazolo[4,5-d]pyrimidin-7-amine). As a reaction SMILES: [CH2:1]([CH:4]([N:8]1[C:12]2[N:13]=[C:14]([CH3:27])[N:15]=[C:16]([NH:17][C:18]3[C:19]([CH3:26])=[N:20][C:21]([CH3:25])=[CH:22][C:23]=3[CH3:24])[C:11]=2[N:10]=[N:9]1)[CH2:5][CH2:6][CH3:7])[CH2:2][CH3:3].[H-].[Na+].[CH2:30](I)[CH3:31]>CN(C)C=O.O>[CH2:30]([N:17]([C:18]1[C:19]([CH3:26])=[N:20][C:21]([CH3:25])=[CH:22][C:23]=1[CH3:24])[C:16]1[C:11]2[N:10]=[N:9][N:8]([CH:4]([CH2:5][CH2:6][CH3:7])[CH2:1][CH2:2][CH3:3])[C:12]=2[N:13]=[C:14]([CH3:27])[N:15]=1)[CH3:31] |f:1.2|. Procedure details: The product from Example 47, Part B (400 mg, 1.09 mmol) was treated with sodium hydride (40 mg, 1.31 mmol, 80%) and ethyl iodide (0.130 ml, 1.63 mmol) in dry dimethylformamide (10 ml) and stirred at room temperature for 15 hours. The reaction was diluted with 150 ml water, and extracted with 3×30 ml ethyl acetate. The combined organic extracts were dried over anhydrous magnesium sulfate, filtered, and concentrated in vacuo to dryness. Chromatography on silica gel (20 g, 1/3 hexanes/ethyl acetate...